From a dataset of the Open Reaction Database (ORD), a public repository of structured organic reaction records. describe an organic reaction: reactants, conditions, products, and yield Reactants: CS(=O)O.[Na] (sodium methane sulfinic acid), BrC1=CC(=C(C=C1)O)F (4-bromo-2-fluorophenol), CNCCNC (N,N′-dimethylethylenediamine). Run in CS(=O)C (dimethylsulfoxide). Yields the product FC1=C(C=CC(=C1)S(=O)(=O)C)O (2-fluoro-4-methanesulfonyl-phenol). Yield: 70.0%. RXN SMILES: [CH3:1][S:2]([OH:4])=[O:3].[Na].Br[C:7]1[CH:12]=[CH:11][C:10]([OH:13])=[C:9]([F:14])[CH:8]=1.CNCCNC>CS(C)=O>[F:14][C:9]1[CH:8]=[C:7]([S:2]([CH3:1])(=[O:4])=[O:3])[CH:12]=[CH:11][C:10]=1[OH:13] |f:0.1,^1:4|. Procedure: A stirred mixture of sodium methane sulfinic acid (51.0 g, 4.009 equivalents), 4-bromo-2-fluorophenol (23.8 g, 1.000 equivalent), copper(I) trifluoromethanesulfonate benzene complex (6.28 g, 0.1001 equivalents), N,N′-dimethylethylenediamine (DMEDA, 2.2 g, 0.2003 equivalents), and dimethylsulfoxide (DMSO, 104 g) was heated under nitrogen at 130°-135° C. for 18 hours. Substantially all of the DMSO solvent was then removed from the reaction mixture by rotary evaporation at 1 torr with a 120° C. oil... Reactants: C(C)(C)OC(=O)C1=NC=CC=C1C(=O)N1CC(N(CC1)CC1=CC=C(C=C1)F)=O (3-[4-(4-Fluoro-benzyl)-3-oxo-piperazine-1-carbonyl]-pyridine-2-carboxylic acid isopropyl ester), C[O-].[Na+] (sodium methoxide). Run in CO (MeOH). Run at time 2.5 hour. Yields the product FC1=CC=C(CN2CCN3C(C=4C=CC=NC4C(=C3C2=O)O)=O)C=C1 (7-(4-Fluoro-benzyl)-9-hydroxy-6,7-dihydro-5H-1,7,10a-triaza-anthracene-8,10-dione). Yield: 79.5%. RXN SMILES: C([O:4][C:5]([C:7]1[C:12]([C:13]([N:15]2[CH2:20][CH2:19][N:18]([CH2:21][C:22]3[CH:27]=[CH:26][C:25]([F:28])=[CH:24][CH:23]=3)[C:17](=[O:29])[CH2:16]2)=[O:14])=[CH:11][CH:10]=[CH:9][N:8]=1)=O)(C)C.C[O-].[Na+]>CO>[F:28][C:25]1[CH:26]=[CH:27][C:22]([CH2:21][N:18]2[C:17](=[O:29])[C:16]3[N:15]([C:13](=[O:14])[C:12]4[CH:11]=[CH:10][CH:9]=[N:8][C:7]=4[C:5]=3[OH:4])[CH2:20][CH2:19]2)=[CH:23][CH:24]=1 |f:1.2|. Reported procedure: To a solution of 36 (0.900 g, 2.26 mmol) in 12 mL of dry MeOH under a N2 atmosphere was added 12.5 mL of a 0.5 M sodium methoxide (NaOMe). The solution was stirred at ambient temperature for 2.5 hours. The reaction was worked up by removing the solvent and dissolving the residue in CH2Cl2. The organic layer was washed with a saturated aqueous solution of NH4Cl and dried to provide 610 mg of the product 37 as a yellow solid. 1H NMR (300 MHz, CDCl3) δ 3.58 (t, 2H, J=6 Hz), 4.308 (t, 2H, J=5 Hz), 4... The reactants are N1=CC=CC=C1 (pyridine), S(Cl)Cl (sulfur dichloride), N(CC(=O)[O-])CC(=O)OC(C)C (isopropyl iminodiacetate). The solvent is C(Cl)(Cl)(Cl)Cl (carbon tetrachloride). Reaction conditions: time 1 hour. Product: C(C)(C)OC(=O)CN(SCl)CC(=O)OC(C)C (Bis(isopropoxycarbonylmethyl)aminosulfenyl Chloride). Reaction SMILES: [S:1]([Cl:3])Cl.N1C=C[CH:7]=[CH:6][CH:5]=1.[NH:10]([CH2:15][C:16]([O:18][CH:19]([CH3:21])[CH3:20])=[O:17])[CH2:11][C:12]([O-:14])=[O:13]>C(Cl)(Cl)(Cl)Cl>[CH:19]([O:18][C:16]([CH2:15][N:10]([CH2:11][C:12]([O:14][CH:6]([CH3:7])[CH3:5])=[O:13])[S:1][Cl:3])=[O:17])([CH3:21])[CH3:20]. Procedure: 2.1 g (0.02 mole) of sulfur dichloride was dissolved in 35 ml of carbon tetrachloride, and 1.6 g (0.02 mole) of pyridine was dropwise added to the resulting solution at 0° to 5° C. After completion of the dropwise addition, 4.3 g (0.02 mole) of isopropyl iminodiacetate was further dropwise added thereto at 10° to 20° C., and the resulting mixture was stirred for one hour at the same temperature. After completion of the reaction, crystals were filtered off, and the mother liquor was concentrated ... The reactants are COc1ccc2c(c1)N(CCN1CCC(N(C(=O)[O-])C(C)(C)C)CC1)C(=O)CO2, N#Cc1ccc2ccc(=O)n(CCN3CCC(N)CC3)c2c1. The product is COc1ccc2c(c1)N(CCN1CCC(N)CC1)C(=O)CO2. As a reaction SMILES: [C:1]([N:5]([C:2](=[O:3])[O-:4])[CH:9]1[CH2:10][CH2:11][N:12]([CH2:15][CH2:16][N:17]2[C:18](=[O:29])[CH2:19][O:20][c:21]3[c:22]2[cH:23][c:24]([O:27][CH3:28])[cH:25][cH:26]3)[CH2:13][CH2:14]1)([CH3:6])([CH3:7])[CH3:8].[NH2:30][CH:31]1[CH2:32][CH2:33][N:34]([CH2:35][CH2:36][n:37]2[c:38]3[c:39]([cH:40][cH:41][c:42]([C:43]#[N:44])[cH:45]3)[cH:46][cH:47][c:48]2=[O:49])[CH2:50][CH2:51]1>>[NH2:5][CH:9]1[CH2:10][CH2:11][N:12]([CH2:15][CH2:16][N:17]2[C:18](=[O:29])[CH2:19][O:20][c:21]3[c:22]2[cH:23][c:24]([O:27][CH3:28])[cH:25][cH:26]3)[CH2:13][CH2:14]1. Starting materials: C[Si](C)(C)C#C (Trimethylsilylacetylene), C(CCC)N (n-butylamine), BrC1=CC(=C(C=C1)CC(=O)OC)I (methyl (4-bromo-2-iodophenyl)acetate). Reagents/catalysts: C(C)(=O)[O-].[Pd+2].C(C)(=O)[O-] (palladium acetate), [Cu](I)I (copper iodide), C1(=CC=CC=C1)P(C1=CC=CC=C1)C1=CC=CC=C1 (triphenylphosphine). Solvent: O1CCCC1 (tetrahydrofuran). Conditions: time 3 hour. The product is BrC1=CC(=C(C=C1)CC(=O)OC)C#C[Si](C)(C)C (methyl (4-bromo-2-trimethylsilanylethynylphenyl)acetate). The yield is 118.1%. Reaction SMILES: [CH3:1][Si:2]([C:5]#[CH:6])([CH3:4])[CH3:3].C(N)CCC.[Br:12][C:13]1[CH:18]=[CH:17][C:16]([CH2:19][C:20]([O:22][CH3:23])=[O:21])=[C:15](I)[CH:14]=1>O1CCCC1.C([O-])(=O)C.[Pd+2].C([O-])(=O)C.[Cu](I)I.C1(P(C2C=CC=CC=2)C2C=CC=CC=2)C=CC=CC=1>[Br:12][C:13]1[CH:14]=[CH:15][C:16]([CH2:19][C:20]([O:22][CH3:23])=[O:21])=[C:17]([C:6]#[C:5][Si:2]([CH3:4])([CH3:3])[CH3:1])[CH:18]=1 |f:4.5.6|. Reported procedure: Trimethylsilylacetylene (0.319 ml, 2.25 mmol), palladium acetate (12 mg, 56.3 μmol), triphenylphosphine (30 mg, 0.113 mmol), n-butylamine (0.334 ml, 3.38 mmol) and copper iodide (43 mg, 0.225 mmol) were added to a solution of methyl (4-bromo-2-iodophenyl)acetate (400 mg, 1.13 mmol) obtained in Example (85-1) in tetrahydrofuran (6 ml), and the mixture was stirred at room temperature for 3 hours. The solvent was removed under reduced pressure and the obtained residue was purified by silica gel col... Starting materials: CC(C)(C)O, CCOC(=O)c1cccc(OS(C)(=O)=O)c1, Nc1ccc(C(F)(F)F)cc1, [K+], [K+], O=C([O-])[O-]. The product is CCOC(=O)c1cccc(Nc2ccc(C(F)(F)F)cc2)c1. RXN SMILES: [C:34]([OH:35])([CH3:36])([CH3:37])[CH3:38].[CH3:1][S:2]([O:3][c:6]1[cH:7][c:8]([C:9](=[O:10])[O:11][CH2:12][CH3:13])[cH:14][cH:15][cH:16]1)(=[O:4])=[O:5].[F:17][C:18]([c:19]1[cH:20][cH:21][c:22]([NH2:23])[cH:24][cH:25]1)([F:26])[F:27].[K+:28].[K+:29].[O-:30][C:31]([O-:32])=[O:33]>>[c:6]1([NH:23][c:22]2[cH:21][cH:20][c:19]([C:18]([F:17])([F:26])[F:27])[cH:25][cH:24]2)[cH:7][c:8]([C:9](=[O:10])[O:11][CH2:12][CH3:13])[cH:14][cH:15][cH:16]1. The reactants are N1-dimethyl-ethane-1,2-diamine, FC1=CC=C(OC=2C=C3C=NN(C3=CC2C(=O)N)CC(C)C)C=C1 (5-(4-fluorophenoxy)-1-isobutyl-1H-indazole-6-carboxylic acid amide), FC1=CC=C(OC=2C=C3C=NN(C3=CC2C(=O)N)CC(C)C)C=C1 (5-(4-fluorophenoxy)-1-isobutyl-1H-indazole-6-carboxylic acid amide), C(=O)(N1C=NC=C1)N1C=NC=C1 (carbonyldiimidazole). Solvent: C1CCOC1 (THF). Conditions: time 18 hour. Product: CN(CCNC(=O)C1=C(C=C2C=NN(C2=C1)CC(C)C)OC1=CC=C(C=C1)F)C (5-(4-fluorophenoxy)-1-isobutyl-1H-indazole-6-carboxylic acid (2-dimethylaminoethyl)-amide). The yield is 58.0%. RXN SMILES: [F:1][C:2]1[CH:24]=[CH:23][C:5]([O:6][C:7]2[CH:8]=[C:9]3[C:13](=[CH:14][C:15]=2[C:16]([NH2:18])=[O:17])[N:12]([CH2:19][CH:20]([CH3:22])[CH3:21])[N:11]=[CH:10]3)=[CH:4][CH:3]=1.[C:25](N1C=CN=C1)([N:27]1[CH:31]=[CH:30]N=[CH:28]1)=O>C1COCC1>[CH3:25][N:27]([CH3:28])[CH2:31][CH2:30][NH:18][C:16]([C:15]1[CH:14]=[C:13]2[C:9]([CH:10]=[N:11][N:12]2[CH2:19][CH:20]([CH3:22])[CH3:21])=[CH:8][C:7]=1[O:6][C:5]1[CH:23]=[CH:24][C:2]([F:1])=[CH:3][CH:4]=1)=[O:17]. Reported procedure: A solution of 5-(4-fluorophenoxy)-1-isobutyl-1H-indazole-6-carboxylic acid (compound 10g, prepared as described in Example 46) in THF was treated with carbonyldiimidazole (1.2 equivalents) at room temperature under nitrogen atmosphere. After stirring for 18 hours, the reaction was treated with N1-dimethyl-ethane-1,2-diamine; 1 equivalent). After 18 additional hours, the solvent was allowed to slowly evaporate and the residue was purified in a Sep Pak cartridge eluting with a gradient of 100% CH2... Reactants: C1N(CC2C1CNC2)CC2=CC=C(OC=1SC3=C(N1)C=CC=C3)C=C2 (2-[4-(hexahydro-pyrrolo[3,4-c]pyrrol-2-ylmethyl)-phenoxy]-benzothiazole), COC(C1=CC=C(C=C1)C=O)=O (4-formyl-benzoic acid methyl ester), C(C)(=O)O[BH-](OC(C)=O)OC(C)=O.[Na+] (sodium triacetoxyborohydride), C(C)(=O)O (acetic acid). RXN SMILES: [CH2:1]1[CH:5]2[CH2:6][NH:7][CH2:8][CH:4]2[CH2:3][N:2]1[CH2:9][C:10]1[CH:25]=[CH:24][C:13]([O:14][C:15]2[S:16][C:17]3[CH:23]=[CH:22][CH:21]=[CH:20][C:18]=3[N:19]=2)=[CH:12][CH:11]=1.[CH3:26][O:27][C:28](=[O:37])[C:29]1[CH:34]=[CH:33][C:32]([CH:35]=O)=[CH:31][CH:30]=1.C(O)(=O)C.C(O[BH-](OC(=O)C)OC(=O)C)(=O)C.[Na+]>C(Cl)Cl>[CH3:26][O:27][C:28](=[O:37])[C:29]1[CH:34]=[CH:33][C:32]([CH2:35][N:7]2[CH2:6][CH:5]3[CH:4]([CH2:3][N:2]([CH2:9][C:10]4[CH:11]=[CH:12][C:13]([O:14][C:15]5[S:16][C:17]6[CH:23]=[CH:22][CH:21]=[CH:20][C:18]=6[N:19]=5)=[CH:24][CH:25]=4)[CH2:1]3)[CH2:8]2)=[CH:31][CH:30]=1 |f:3.4|. Procedure details: To a solution of 2-[4-(hexahydro-pyrrolo[3,4-c]pyrrol-2-ylmethyl)-phenoxy]-benzothiazole (200 mg, 0.56 mmol) in CH2Cl2 (22 mL) was added 4-formyl-benzoic acid methyl ester (103 mg, 0.62 mmol) followed by the addition of acetic acid (28 μL, 0.48 mmol) then sodium triacetoxyborohydride (144 mg, 0.68 mmol). The reaction stirred at rt for 16 h. The reaction was then washed with satd. aq. NaHCO3 (2×20 mL). The organic layer was dried, filtered and concentrated. The resulting oil was purified by colum... Run in C(Cl)Cl (CH2Cl2). Product: COC(C1=CC=C(C=C1)CN1CC2CN(CC2C1)CC1=CC=C(C=C1)OC=1SC2=C(N1)C=CC=C2)=O (4-{5-[4-(Benzothiazol-2-yloxy)-benzyl]-hexahydro-pyrrolo[3,4-c]pyrrol-2-ylmethyl)-benzoic acid methyl ester). Yield: 19.7%. Conditions: time 16 hour. Reactants: C(C)(C)(C)OC(=O)NC=1C(=CC(=NC1I)C(=O)OCC)C (ethyl 5-(tert-butoxycarbonylamino)-6-iodo-4-methylpyridine-2-carboxylate), [H-].C(C(C)C)[Al+]CC(C)C (diisobutylaluminium hydride), Cl (hydrochloric acid). The solvent is C1(=CC=CC=C1)C (toluene). The product is C(C)(C)(C)OC(=O)NC=1C(=NC(=CC1C)CO)I (3-(tert-butoxycarbonylamino)-6-hydroxymethyl-2-iodo-4-methylpyridine). Isolated yield 57.5%. As a reaction SMILES: [C:1]([O:5][C:6]([NH:8][C:9]1[C:10]([CH3:21])=[CH:11][C:12]([C:16](OCC)=[O:17])=[N:13][C:14]=1[I:15])=[O:7])([CH3:4])([CH3:3])[CH3:2].[H-].C([Al+]CC(C)C)C(C)C.Cl>C1(C)C=CC=CC=1>[C:1]([O:5][C:6]([NH:8][C:9]1[C:14]([I:15])=[N:13][C:12]([CH2:16][OH:17])=[CH:11][C:10]=1[CH3:21])=[O:7])([CH3:4])([CH3:2])[CH3:3] |f:1.2|. Reported procedure: To a solution of ethyl 5-(tert-butoxycarbonylamino)-6-iodo-4-methylpyridine-2-carboxylate (1.94 g) in toluene (48 mL) was added diisobutylaluminium hydride (0.99 mol/L toluene solution, 25 mL) at −78° C., and the mixture was stirred under ice-cooling for 2 hours, and then stirred at room temperature overnight. The reaction mixture was poured into 1 mol/L hydrochloric acid, and the resulting mixture was extracted with ethyl acetate. The extract was washed with water and brine, and dried over anhy...